The task is: describe an organic reaction: reactants, conditions, products, and yield. This data is from the Open Reaction Database (ORD), a public repository of structured organic reaction records. Starting materials: C(=N)(N)S(=O)O (formamidinesulfinic acid), [OH-].[Na+] (sodium hydroxide), azo, Cl (HCl), OCC1=C(C(=CC(=C1)C)N=NC1=C(C=C(C=C1)C(F)(F)F)[N+](=O)[O-])O (2-(hydroxymethyl)-4-methyl-6-((2-nitro-4-(trifluoromethyl)phenyl)-diazenyl)phenol), azo, [OH-].[Na+] (Sodium hydroxide). Solvent: O (water), O (water), C(C)O (ethanol). Conditions: temperature 80 celsius. Product: OCC1=C(C(=CC(=C1)C)N1N=C2C(=N1)C=CC(=C2)C(F)(F)F)O (2-(hydroxymethyl)-4-methyl-6-(5-(trifluoromethyl)-2H-benzo[d][1,2,3]triazol-2-yl)phenol). Reaction SMILES: [OH:1][CH2:2][C:3]1[CH:8]=[C:7]([CH3:9])[CH:6]=[C:5]([N:10]=[N:11][C:12]2[CH:17]=[CH:16][C:15]([C:18]([F:21])([F:20])[F:19])=[CH:14][C:13]=2[N+:22]([O-])=O)[C:4]=1[OH:25].[OH-].[Na+].C(S(O)=O)(N)=N.Cl>O.C(O)C>[OH:1][CH2:2][C:3]1[CH:8]=[C:7]([CH3:9])[CH:6]=[C:5]([N:10]2[N:11]=[C:12]3[CH:17]=[CH:16][C:15]([C:18]([F:21])([F:20])[F:19])=[CH:14][C:13]3=[N:22]2)[C:4]=1[OH:25] |f:1.2|. Reported procedure: In a 1 L round bottom flask equipped with a magnetic stirrer, addition funnel, powder addition funnel, and nitrogen inlet was added 26.0 g (73.2 mmol) 2-(hydroxymethyl)-4-methyl-6-((2-nitro-4-(trifluoromethyl)phenyl)-diazenyl)phenol and 300 ml ethanol. Sodium hydroxide (17.6 g, 441 mmol) was dissolved in 100 ml deionized water and approximately one fourth was added dropwise to the azo mixture. The reaction mixture was heated to 80° C. and 23.9 g (221 mmol) formamidinesulfinic acid and the remain...